This data is from the Open Reaction Database (ORD), a public repository of structured organic reaction records. The task is: describe an organic reaction: reactants, conditions, products, and yield Starting materials: CNC([C@@H](NC(C1=C(C(=C(C(=C1I)N)I)C(=O)O)I)=O)CC1=CC=CC=C1)=O (N-(3-carboxy-5-amino-2,4,6-triiodobenzoyl)-L-phenylalanine methylamide), COCC(=O)Cl (methoxyacetyl chloride). The product is CNC(C(NC(C1=C(C(=C(C(=C1I)NC(COC)=O)I)C(=O)O)I)=O)C)=O (N-(3-Carboxy-5-methoxyacetamido-2,4,6-triiodobenzoyl)-DL-alanine Methylamide). RXN SMILES: [CH3:1][NH:2][C:3](=[O:28])[C@H:4]([CH2:21]C1C=CC=CC=1)[NH:5][C:6](=[O:20])[C:7]1[C:12]([I:13])=[C:11]([NH2:14])[C:10]([I:15])=[C:9]([C:16]([OH:18])=[O:17])[C:8]=1[I:19].[CH3:29][O:30][CH2:31][C:32](Cl)=[O:33]>>[CH3:1][NH:2][C:3](=[O:28])[CH:4]([CH3:21])[NH:5][C:6](=[O:20])[C:7]1[C:12]([I:13])=[C:11]([NH:14][C:32](=[O:33])[CH2:31][O:30][CH3:29])[C:10]([I:15])=[C:9]([C:16]([OH:18])=[O:17])[C:8]=1[I:19]. Procedure: This compound is obtained as described in Example 11 from N-(3-carboxy-5-amino-2,4,6-triiodobenzoyl)-DL-alanine methylamide (IV d), m.p. 208°-209° C. (under decomposition), and methoxyacetyl chloride.